This data is from the Open Reaction Database (ORD), a public repository of structured organic reaction records. The task is: describe an organic reaction: reactants, conditions, products, and yield Starting materials: C(C)(C)N=C=NC(C)C (N,N′-diisopropylcarbodiimide), [Li][AlH][SeH] (LiAlHSeH). Conditions: temperature 0 celsius, time 1 hour. Yields the product C(C)(C)NC(=[Se])NC(C)C (N,N′-diisopropylselenourea). Isolated yield 62.7%. As a reaction SMILES: [CH:1]([N:4]=[C:5]=[N:6][CH:7]([CH3:9])[CH3:8])([CH3:3])[CH3:2].[Li][AlH][SeH:12]>>[CH:1]([NH:4][C:5]([NH:6][CH:7]([CH3:9])[CH3:8])=[Se:12])([CH3:3])[CH3:2]. Procedure: N,N′-diisopropylcarbodiimide (0.15 mL, 1.0 mmol) was added to the solution of LiAlHSeH (1.0 mmol) prepared as described above in Example One. The reaction mixture was stirred at 0° C. for one hour. The mixture was extracted with diethyl ether and washed with saturated NaCl solution. The organic layer was dried over sodium sulfate and evaporated to dryness. The residue was purified by flash chromatography on silica gel with dichloromethane:n-hexane (40:1) to give 0.13 grams (62%) N,N′-diisopropyl... Starting materials: Si-Thiol, C(=O)(C(F)(F)F)O (TFA), BrC=1C(=NC=C(C(=O)NC2=CC=C(C=C2)OC(F)(F)F)C1)N1CCOCC1 (5-Bromo-6-morpholino-N-(4-(trifluoromethoxy)phenyl)nicotinamide), O1C(CCCC1)N1N=CC=C1B1OC(C(O1)(C)C)(C)C (1-(tetrahydro-2H-pyran-2-yl)-5-(4,4,5,5-tetramethyl-1,3,2-dioxaborolan-2-yl)-1H-pyrazole), [O-]P(=O)([O-])[O-].[K+].[K+].[K+] (K3PO4). Reagents/catalysts: C=1C=CC(=CC1)[P](C=2C=CC=CC2)(C=3C=CC=CC3)[Pd]([P](C=4C=CC=CC4)(C=5C=CC=CC5)C=6C=CC=CC6)([P](C=7C=CC=CC7)(C=8C=CC=CC8)C=9C=CC=CC9)[P](C=1C=CC=CC1)(C=1C=CC=CC1)C=1C=CC=CC1 (Pd(Ph3P)4). Solvent: C(Cl)Cl (DCM), C(Cl)Cl (DCM), C1(=CC=CC=C1)C (toluene). Reaction conditions: temperature 110 celsius, time 16 hour. Yields the product O1CCN(CC1)C1=NC=C(C(=O)NC2=CC=C(C=C2)OC(F)(F)F)C=C1C1=CC=NN1 (6-Morpholino-5-(1H-pyrazol-5-yl)-N-(4-(trifluoromethoxy)phenyl)nicotinamide). Reaction SMILES: Br[C:2]1[C:3]([N:22]2[CH2:27][CH2:26][O:25][CH2:24][CH2:23]2)=[N:4][CH:5]=[C:6]([CH:21]=1)[C:7]([NH:9][C:10]1[CH:15]=[CH:14][C:13]([O:16][C:17]([F:20])([F:19])[F:18])=[CH:12][CH:11]=1)=[O:8].O1CCCCC1[N:34]1[C:38](B2OC(C)(C)C(C)(C)O2)=[CH:37][CH:36]=[N:35]1.[O-]P([O-])([O-])=O.[K+].[K+].[K+].C(O)(C(F)(F)F)=O>C(Cl)Cl.C1C=CC([P]([Pd]([P](C2C=CC=CC=2)(C2C=CC=CC=2)C2C=CC=CC=2)([P](C2C=CC=CC=2)(C2C=CC=CC=2)C2C=CC=CC=2)[P](C2C=CC=CC=2)(C2C=CC=CC=2)C2C=CC=CC=2)(C2C=CC=CC=2)C2C=CC=CC=2)=CC=1.C1(C)C=CC=CC=1>[O:25]1[CH2:26][CH2:27][N:22]([C:3]2[C:2]([C:36]3[NH:35][N:34]=[CH:38][CH:37]=3)=[CH:21][C:6]([C:7]([NH:9][C:10]3[CH:15]=[CH:14][C:13]([O:16][C:17]([F:20])([F:19])[F:18])=[CH:12][CH:11]=3)=[O:8])=[CH:5][N:4]=2)[CH2:23][CH2:24]1 |f:2.3.4.5,^1:69,71,90,109|. Procedure details: 5-Bromo-6-morpholino-N-(4-(trifluoromethoxy)phenyl)nicotinamide (Stage 18.1, 100 mg, 0.224 mmol), 1-(tetrahydro-2H-pyran-2-yl)-5-(4,4,5,5-tetramethyl-1,3,2-dioxaborolan-2-yl)-1H-pyrazole (125 mg, 0.448 mmol), Pd(Ph3P)4 (25.9 mg, 0.022 mmol) and K3PO4 (190 mg, 0.896 mmol) and toluene (1.121 mL) were added to a MW vial, which was sealed, evacuated/purged with argon and the RM was stirred for 16 h at 110° C. The RM was diluted with DME (2 mL), treated with Si-Thiol (Silicycle, 1.44 mmol/g, 93 mg, 0... Procedure: Using tert-butyl ({1-[(4-cyano-3-fluorophenyl)sulfonyl]-5-phenyl-1H-pyrrol-3-yl}methyl)carbamate (54.7 mg) and 4 mol/L hydrogen chloride-ethyl acetate solution (4 mL), a procedure as in Example 30 was performed to give the title compound as a white solid (yield 6.9 mg, 14%). The reactants are C(#N)C1=C(C=C(C=C1)S(=O)(=O)N1C=C(C=C1C1=CC=CC=C1)CNC(OC(C)(C)C)=O)F (tert-butyl ({1-[(4-cyano-3-fluorophenyl)sulfonyl]-5-phenyl-1H-pyrrol-3-yl}methyl)carbamate), C(C)(=O)OCC.Cl (hydrogen chloride-ethyl acetate). As a reaction SMILES: [C:1]([C:3]1[CH:8]=[CH:7][C:6]([S:9]([N:12]2[C:16]([C:17]3[CH:22]=[CH:21][CH:20]=[CH:19][CH:18]=3)=[CH:15][C:14]([CH2:23][NH:24][C:25](=O)OC(C)(C)C)=[CH:13]2)(=[O:11])=[O:10])=[CH:5][C:4]=1[F:32])#[N:2].C(OCC)(=O)C.[ClH:39]>>[ClH:39].[F:32][C:4]1[CH:5]=[C:6]([S:9]([N:12]2[CH:13]=[C:14]([CH2:23][NH:24][CH3:25])[CH:15]=[C:16]2[C:17]2[CH:18]=[CH:19][CH:20]=[CH:21][CH:22]=2)(=[O:11])=[O:10])[CH:7]=[CH:8][C:3]=1[C:1]#[N:2] |f:1.2,3.4|. Yields the product Cl.FC1=C(C#N)C=CC(=C1)S(=O)(=O)N1C(=CC(=C1)CNC)C1=CC=CC=C1 (2-Fluoro-4-({4-[(methylamino)methyl]-2-phenyl-1H-pyrrol-1-yl}sulfonyl)benzonitrile hydrochloride). Isolated yield 14.0%. The yield is 68.6%. Reaction conditions: temperature 0 celsius, time 0.5 hour. Reaction SMILES: [CH3:1][O:2][C:3]1[C:12]2[C:7](=[CH:8][CH:9]=[CH:10][CH:11]=2)[CH:6]=[CH:5][C:4]=1[O:13][CH3:14].C1C(=O)N([Br:22])C(=O)C1>C1COCC1>[Br:22][C:6]1[C:7]2[C:12](=[CH:11][CH:10]=[CH:9][CH:8]=2)[C:3]([O:2][CH3:1])=[C:4]([O:13][CH3:14])[CH:5]=1. The product is BrC1=CC(=C(C2=CC=CC=C12)OC)OC (1-Bromo-3,4-dimethoxynaphthalene). The reactants are COC1=C(C=CC2=CC=CC=C12)OC (1,2-dimethoxynaphthalene), C1CC(=O)N(C1=O)Br (NBS). The solvent is C1CCOC1 (THF), C1CCOC1 (THF). Reported procedure: To the solution of 1,2-dimethoxynaphthalene (3.83 g, 20.3 mmol) in THF (100 mL) was added dropwise at 0° C. a solution of NBS (3.62 g, 20.3 mmol) in THF (50 mL). After stirring at 0° C. for 0.5 h, the solvent was removed in vacuo and CCl4 was added. The mixture was filtered and the filtrate was concentrated. Column chromatography yielded the title compound as a yellow oil (3.72 g, 68%). 1H NMR (CDCl3) δ 8.1 (m, 2H), 7.60 (s, 1H), 7.49 (m, 2H), 3.99 (s, 3H) 3.98 (s, 3H); MS m/z 267 (M−H).